This data is from the Open Reaction Database (ORD), a public repository of structured organic reaction records. The task is: describe an organic reaction: reactants, conditions, products, and yield Starting materials: ClC=1C=C(C=CC1Cl)C1=CC=C(C=O)O1 (5-(3,4-dichlorophenyl)furfural), [N+](=O)([O-])C (nitromethane), C(C)(=O)[O-].[NH4+] (ammonium acetate). The solvent is C(C)(=O)O (acetic acid). Reaction conditions: temperature 80 celsius. Yields the product ClC=1C=C(C=CC1Cl)C1=CC=C(O1)/C=C/N ((E)-2-(5-(3,4-dichlorophenyl)furan-2-yl)ethenamine). Isolated yield 92.5%. RXN SMILES: [Cl:1][C:2]1[CH:3]=[C:4]([C:9]2[O:15][C:12]([CH:13]=O)=[CH:11][CH:10]=2)[CH:5]=[CH:6][C:7]=1[Cl:8].[N+:16]([CH3:19])([O-])=O.C([O-])(=O)C.[NH4+]>C(O)(=O)C>[Cl:1][C:2]1[CH:3]=[C:4]([C:9]2[O:15][C:12](/[CH:13]=[CH:19]/[NH2:16])=[CH:11][CH:10]=2)[CH:5]=[CH:6][C:7]=1[Cl:8] |f:2.3|. Procedure details: To a stirred solution of 5-(3,4-dichlorophenyl)furfural (1.18 g, 4.89 mmol) in acetic acid (30 ml) was added nitromethane (0.535 ml, 9.78 mmol) and ammonium acetate (1.13 g, 14.7 mmol). The reaction mixture was heated at 80° C. for 4.5 h. Cooled reaction mixture was poured onto ice water (30 ml) and thus formed precipitate was filtered, washed with water and dried under vacuum to give 1.15 g (83%) of the title compound. 1H-NMR (400 MHz; d6-DMSO): δ 7.37 (d, 1H), 7.43 (d, 1H), 7.76 (d, 1H), 7.95 ... Starting materials: CCOC(OCC)N(C)C, Cc1nnnn1-c1cnccc1C(=O)O, ClCCl. Product: CCOC(=O)c1ccncc1-n1nnnc1C. RXN SMILES: [CH2:1]([O:3][CH:4]([N:2]([CH3:5])[CH3:6])[O:8][CH2:9][CH3:10])[CH3:7].[CH3:11][c:12]1[n:13][n:14][n:15][n:16]1-[c:17]1[cH:18][n:19][cH:20][cH:21][c:22]1[C:23]([OH:24])=[O:25].[Cl:26][CH2:27][Cl:28]>>[O:3]=[C:4]([O:8][CH2:9][CH3:10])[c:22]1[c:17](-[n:16]2[c:12]([CH3:11])[n:13][n:14][n:15]2)[cH:18][n:19][cH:20][cH:21]1. The reactants are N[C@H](CO)CC(C)C1=CC=CC=C1 ((S)-2-amino-4-phenyl-pentan-1-ol), N#CBr (cyanogen bromide). Yields the product C1(=CC=CC=C1)C(C[C@@H]1N=C(OC1)N)C ((S)-4-(2-phenyl-propyl)-4,5-dihydro-oxazol-2-ylamine). RXN SMILES: [NH2:1][C@@H:2]([CH2:5][CH:6]([C:8]1[CH:13]=[CH:12][CH:11]=[CH:10][CH:9]=1)[CH3:7])[CH2:3][OH:4].[N:14]#[C:15]Br>>[C:8]1([CH:6]([CH3:7])[CH2:5][C@H:2]2[CH2:3][O:4][C:15]([NH2:14])=[N:1]2)[CH:9]=[CH:10][CH:11]=[CH:12][CH:13]=1. Procedure details: In analogy to example 1b (S)-2-amino-4-phenyl-pentan-1-ol was reacted with cyanogen bromide to give (S)-4-(2-phenyl-propyl)-4,5-dihydro-oxazol-2-ylamine. Off-white waxy solid. The reactants are O.NN (hydrazine hydrate), C1(CC1)C(=O)C=1C(=NC=NC1Cl)Cl (cyclopropyl-(4,6-dichloro pyrimidin-5-yl)-methanone). Solvent: C1CCOC1 (THF). Run at time 4 hour. The product is ClC1=C2C(=NC=N1)NN=C2C2CC2 (4-Chloro-3-cyclopropyl-1H-pyrazolo[3,4-d]pyrimidine). As a reaction SMILES: O.[NH2:2][NH2:3].[CH:4]1([C:7]([C:9]2[C:10](Cl)=[N:11][CH:12]=[N:13][C:14]=2[Cl:15])=O)[CH2:6][CH2:5]1>C1COCC1>[Cl:15][C:14]1[N:13]=[CH:12][N:11]=[C:10]2[NH:2][N:3]=[C:7]([CH:4]3[CH2:6][CH2:5]3)[C:9]=12 |f:0.1|. Reported procedure: Add hydrazine hydrate (2.67 g, 53.4 mmol) slowly to cyclopropyl-(4,6-dichloro pyrimidin-5-yl)-methanone (9.66 g, 44.5 mmol) dissolved in 300 mL THF at room temperature and stir for 4 hours. Upon completion, partition the reaction mixture between water and ethyl acetate, collect the organic layer, wash with saturated aqueous sodium chloride, dry over anhydrous sodium sulfate, and concentrate under vacuum. Purify the resultant title compound by passing through a short silica gel (60-120 mesh) pad ... Reactants: C(C)(C)(C)N=NC1(CCCCC1)N=C=S (1-t-butylazo-1-isothiocyanatocyclohexane), [N-]=C=S (isothiocyanate), C(CN)N (ethylenediamine), product. Run in CCCCC (pentane), CCCCC (pentane). The product is C(CNC(=S)NC1(CCCCC1)N=NC(C)(C)C)NC(=S)NC1(CCCCC1)N=NC(C)(C)C (1,1'-Ethylenebis-[3-(1-t-butylazocyclohexyl)thiourea]). Reaction SMILES: [C:1]([N:5]=[N:6][C:7]1([N:13]=[C:14]=[S:15])[CH2:12][CH2:11][CH2:10][CH2:9][CH2:8]1)([CH3:4])([CH3:3])[CH3:2].[CH2:16]([NH2:19])[CH2:17][NH2:18].[N-:20]=[C:21]=[S:22]>CCCCC>[CH2:16]([NH:19][C:21]([NH:20][C:7]1([N:6]=[N:5][C:1]([CH3:4])([CH3:3])[CH3:2])[CH2:12][CH2:11][CH2:10][CH2:9][CH2:8]1)=[S:22])[CH2:17][NH:18][C:14]([NH:13][C:7]1([N:6]=[N:5][C:1]([CH3:4])([CH3:2])[CH3:3])[CH2:8][CH2:9][CH2:10][CH2:11][CH2:12]1)=[S:15]. Procedure: To 10.25 grams (.044 moles) of 1-t-butylazo-1-isothiocyanatocyclohexane cooled to 10° C. and stirred with a magnetic stirrer in a 50 ml erlenmeyer flask was added 1.73 grams (.0222 moles) of ethylenediamine. The reaction mixture became viscous, pentane was added and the reaction mixture stirred for 6 hours at room temperature. The pentane was stripped from the reaction mixture to leave a yellow solid weighing 10.7 grams (90% crude yield). The product melted at 149°-152° C. with decomposition and... Starting materials: alcohol, BrC1=CC=C(C=C1)C(C)=O (p-bromoacetophenone), N1=C(C=CC=C1)C (2-picoline), C(C)(=O)O (acetic acid). The solvent is C1=CC=CC=C1 (benzene). The product is BrC1=CC=C(C=C1)C(CC1=NC=CC=C1)(C)O (2-(p-Bromophenyl)-1-(2-pyridyl)-2-propanol), BrC1=CC=C(C=C1)C(=CC1=NC=CC=C1)C (2-(p-bromophenyl)-1-(2-pyridyl)propene). Isolated yield 26.0%. RXN SMILES: [Br:1][C:2]1[CH:7]=[CH:6][C:5]([C:8](=[O:10])[CH3:9])=[CH:4][CH:3]=1.[N:11]1[CH:16]=[CH:15][CH:14]=[CH:13][C:12]=1[CH3:17].C(O)(=O)C>C1C=CC=CC=1>[Br:1][C:2]1[CH:7]=[CH:6][C:5]([C:8]([OH:10])([CH3:9])[CH2:17][C:12]2[CH:13]=[CH:14][CH:15]=[CH:16][N:11]=2)=[CH:4][CH:3]=1.[Br:1][C:2]1[CH:7]=[CH:6][C:5]([C:8]([CH3:9])=[CH:17][C:12]2[CH:13]=[CH:14][CH:15]=[CH:16][N:11]=2)=[CH:4][CH:3]=1. Reported procedure: 2-(p-Bromophenyl)-1-(2-pyridyl)-2-propanol is prepared from p-bromoacetophenone and 2-picoline according to the method of Villani, et al., J. Med. Chem., 13, 359 (1970) in 63% yield. This alcohol (129.1 g.) is dehydrated by heating in 1150 ml. of acetic acid-12N hydrochloric acid (3:1) at reflux temperature for 4 hr. The mixture is evaporated in vacuo, made basic with concentrated ammonium hydroxide, and extracted with ethyl acetate. The ethyl acetate extract is washed with water and brine, drie... The reactants are [OH-].[Na+] (sodium hydroxide), O1CCCC=C1 (3,4-Dihydro-2H-pyran), C1(=CC=C(C=C1)S(=O)(=O)O)C (p-toluenesulfonic acid), ClC1=CC=C(C(=O)C2=CC=C(C=C2)O)C=C1 (4-Chloro-4′-hydroxybenzophenone). Run in ClCCl (dichloromethane). Reaction conditions: time 6 hour. Product: ClC1=CC=C(C=C1)C(=O)C1=CC=C(C=C1)OC1OCCCC1 ((4-Chlorophenyl)-[4-(tetrahydropyranyloxy)phenyl]methanone). RXN SMILES: [Cl:1][C:2]1[CH:16]=[CH:15][C:5]([C:6]([C:8]2[CH:13]=[CH:12][C:11]([OH:14])=[CH:10][CH:9]=2)=[O:7])=[CH:4][CH:3]=1.[O:17]1[CH:22]=[CH:21][CH2:20][CH2:19][CH2:18]1.C1(C)C=CC(S(O)(=O)=O)=CC=1.[OH-].[Na+]>ClCCl>[Cl:1][C:2]1[CH:16]=[CH:15][C:5]([C:6]([C:8]2[CH:13]=[CH:12][C:11]([O:14][CH:18]3[CH2:19][CH2:20][CH2:21][CH2:22][O:17]3)=[CH:10][CH:9]=2)=[O:7])=[CH:4][CH:3]=1 |f:3.4|. Reported procedure: 4-Chloro-4′-hydroxybenzophenone (50 g, 0.215 mol) is dissolved in dichloromethane (400 ml). 3,4-Dihydro-2H-pyran (21.7 g, 0.257 mol) and a catalytic amount of p-toluenesulfonic acid are added to the solution. The solution is stirred for 6 hours at room temperature and then allowed to stand over night. 1 N aqueous sodium hydroxide solution (100 ml) is added to the reaction mixture and stirred for 15 minutes. Organic layer is separated and washed twice with 1 N aqueous sodium hydroxide solution an...